This data is from the Open Reaction Database (ORD), a public repository of structured organic reaction records. The task is: describe an organic reaction: reactants, conditions, products, and yield Yields the product O1C(=CC=C1)C=1C=C2C(=CNC2=C(C1)C(=O)N)[C@H]1C[C@@H](S(CC1)(=O)=O)C(C)C ((racemic)-5-(2-Furanyl)-3-[trans-2-(1-methylethyl)-1,1-dioxidotetrahydro-2H-thiopyran-4-yl]-1H-indole-7-carboxamide). Reported procedure: (racemic)-5-Bromo-3-[trans-2-(1-methylethyl)-1,1-dioxidotetrahydro-2H-thiopyran-4-yl]-1H-indole-7-carboxamide (60 mg, 0.145 mmol) was placed in a microwave vial and dissolved with 1,4-Dioxane (2 mL) and Water (1 mL). 2-Furanylboronic acid (33 mg, 0.29 mmol) and K2CO3 (60 mg, 0.44 mmol) were added. Argon was bubbled into the mixture for 10 mins, stirring. PdCl2(dppf) (5.60 mg, 0.012 mmol) was added, and argon was bubbled another 10 mins. The vial was sealed and put under microwave 5 mins at 100° ... The reactants are O1CCOCC1 (1,4-Dioxane), BrC=1C=C2C(=CNC2=C(C1)C(=O)N)[C@H]1C[C@@H](S(CC1)(=O)=O)C(C)C ((racemic)-5-Bromo-3-[trans-2-(1-methylethyl)-1,1-dioxidotetrahydro-2H-thiopyran-4-yl]-1H-indole-7-carboxamide), O1C(=CC=C1)B(O)O (2-Furanylboronic acid), C(=O)([O-])[O-].[K+].[K+] (K2CO3). Reagents/catalysts: C1=CC=C(C=C1)P([C-]2C=CC=C2)C3=CC=CC=C3.C1=CC=C(C=C1)P([C-]2C=CC=C2)C3=CC=CC=C3.Cl[Pd]Cl.[Fe+2] (PdCl2(dppf)). RXN SMILES: Br[C:2]1[CH:3]=[C:4]2[C:8](=[C:9]([C:11]([NH2:13])=[O:12])[CH:10]=1)[NH:7][CH:6]=[C:5]2[C@@H:14]1[CH2:19][CH2:18][S:17](=[O:21])(=[O:20])[C@@H:16]([CH:22]([CH3:24])[CH3:23])[CH2:15]1.[O:25]1[CH2:30][CH2:29]O[CH2:27][CH2:26]1.O1C=CC=C1B(O)O.C([O-])([O-])=O.[K+].[K+]>C1C=CC(P(C2C=CC=CC=2)[C-]2C=CC=C2)=CC=1.C1C=CC(P(C2C=CC=CC=2)[C-]2C=CC=C2)=CC=1.Cl[Pd]Cl.[Fe+2].O>[O:25]1[CH:30]=[CH:29][CH:27]=[C:26]1[C:2]1[CH:3]=[C:4]2[C:8](=[C:9]([C:11]([NH2:13])=[O:12])[CH:10]=1)[NH:7][CH:6]=[C:5]2[C@@H:14]1[CH2:19][CH2:18][S:17](=[O:21])(=[O:20])[C@@H:16]([CH:22]([CH3:23])[CH3:24])[CH2:15]1 |f:3.4.5,6.7.8.9|. Run in O (Water). Conditions: time 5 minute.